Dataset: the Open Reaction Database (ORD), a public repository of structured organic reaction records. Task: describe an organic reaction: reactants, conditions, products, and yield Reactants: FC1=CC=C(C(=C1NC(C1=C(C(=CC(=C1)C1=CC(=CC=C1)F)C)C)=O)C)O (N-(6-fluoro-3-hydroxy-2-methyl-phenyl)-5-(3-fluorophenyl)-2,3-dimethyl-benzamide). Solvent: C1CCOC1 (THF), C1CCOC1 (THF). Run at temperature 60 celsius. Product: FC1=C(C(=C(C=C1)O)C)NCC1=C(C(=CC(=C1)C1=CC(=CC=C1)F)C)C (4-Fluoro-3-[[5-(3-fluorophenyl)-2,3-dimethyl-phenyl]methylamino]-2-methyl-phenol). Isolated yield 83.4%. As a reaction SMILES: [F:1][C:2]1[C:7]([NH:8][C:9](=O)[C:10]2[CH:15]=[C:14]([C:16]3[CH:21]=[CH:20][CH:19]=[C:18]([F:22])[CH:17]=3)[CH:13]=[C:12]([CH3:23])[C:11]=2[CH3:24])=[C:6]([CH3:26])[C:5]([OH:27])=[CH:4][CH:3]=1>C1COCC1>[F:1][C:2]1[CH:3]=[CH:4][C:5]([OH:27])=[C:6]([CH3:26])[C:7]=1[NH:8][CH2:9][C:10]1[CH:15]=[C:14]([C:16]2[CH:21]=[CH:20][CH:19]=[C:18]([F:22])[CH:17]=2)[CH:13]=[C:12]([CH3:23])[C:11]=1[CH3:24]. Procedure details: To a solution of N-(6-fluoro-3-hydroxy-2-methyl-phenyl)-5-(3-fluorophenyl)-2,3-dimethyl-benzamide (290 mg, 0.78 mmol, 1.0 eq) in THF (10 mL) was added a solution of BH3 (1M in THF, 5 mL, 5.0 mmol, 6.4 eq) under nitrogen. The mixture was heated at 60° C. overnight then the reaction quenched by addition of methanol. The mixture was evaporated in vacuo and the residue obtained purified by column chromatography (petroleum ether:EtOAc, 400:1 to 20:1) to give the title compound as a pale red oil (230 ...